From a dataset of the Open Reaction Database (ORD), a public repository of structured organic reaction records. describe an organic reaction: reactants, conditions, products, and yield Starting materials: [Br-], O=C(O)c1ccc(C[P+](c2ccccc2)(c2ccccc2)c2ccccc2)cc1, CCO, O=Cc1ccc(OCCCCCCO)cc1. The product is O=C(O)c1ccc(C=Cc2ccc(OCCCCCCO)cc2)cc1. RXN SMILES: [Br-:17].[C:18](=[O:19])([OH:20])[c:21]1[cH:22][cH:23][c:24]([CH2:25][P+:26]([c:27]2[cH:28][cH:29][cH:30][cH:31][cH:32]2)([c:33]2[cH:34][cH:35][cH:36][cH:37][cH:38]2)[c:39]2[cH:40][cH:41][cH:42][cH:43][cH:44]2)[cH:45][cH:46]1.[CH3:47][CH2:48][OH:49].[OH:1][CH2:2][CH2:3][CH2:4][CH2:5][CH2:6][CH2:7][O:8][c:9]1[cH:10][cH:11][c:12]([CH:13]=[O:14])[cH:15][cH:16]1>>[OH:1][CH2:2][CH2:3][CH2:4][CH2:5][CH2:6][CH2:7][O:8][c:9]1[cH:10][cH:11][c:12]([CH:13]=[CH:25][c:24]2[cH:23][cH:22][c:21]([C:18](=[O:19])[OH:20])[cH:46][cH:45]2)[cH:15][cH:16]1. Starting materials: CCOCC (ether), Br.CC=1N=CNC1C (4,5-dimethylimidazole hydrobromide), ClC1=C(CBr)C=CC=C1 (2-chlorobenzyl bromide), [OH-].[K+] (potassium hydroxide). Solvent: O (water), CN(C)C=O (DMF). Conditions: time 8 hour. The product is ClC1=C(CN2C=NC(=C2C)C)C=CC=C1 (1-(2-chlorobenzyl)-4,5-dimethylimidazole). The yield is 44.4%. RXN SMILES: Br.[CH3:2][C:3]1[N:4]=[CH:5][NH:6][C:7]=1[CH3:8].[Cl:9][C:10]1[CH:17]=[CH:16][CH:15]=[CH:14][C:11]=1[CH2:12]Br.[OH-].[K+].CCOCC>CN(C=O)C.O>[Cl:9][C:10]1[CH:17]=[CH:16][CH:15]=[CH:14][C:11]=1[CH2:12][N:4]1[C:3]([CH3:2])=[C:7]([CH3:8])[N:6]=[CH:5]1 |f:0.1,3.4|. Reported procedure: To a solution of 4.89 g (0.027 mol) of 4,5-dimethylimidazole hydrobromide and 5.7 g (0.028 mol) of 2-chlorobenzyl bromide in 20 ml of DMF is added 6 ml of 50% potassium hydroxide aqueous solution dropwise. The reaction mixture is stirred at room temperature under nitrogen overnight. The reaction mixture is then poured into ether (100 ml)/water (50 ml). The ether layer is separated, washed with water (10 ml×2), dried over anhydrous sodium sulfate and evaporated in vacuo. The raw material is subje...